Dataset: the Open Reaction Database (ORD), a public repository of structured organic reaction records. Task: describe an organic reaction: reactants, conditions, products, and yield Starting materials: COc1cc2c(CC(=O)N3CCc4ccccc4C3)cnc(CNC(=O)OC(C)(C)C)c2cc1OC, CCOC(C)=O, Cl. Product: Cl, COc1cc2c(CC(=O)N3CCc4ccccc4C3)cnc(CN)c2cc1OC. As a reaction SMILES: [C:1]([O:2][C:3](=[O:4])[NH:7][CH2:8][c:9]1[n:10][cH:11][c:12]([CH2:23][C:24](=[O:25])[N:26]2[CH2:27][c:28]3[cH:29][cH:30][cH:31][cH:32][c:33]3[CH2:34][CH2:35]2)[c:13]2[cH:14][c:15]([O:21][CH3:22])[c:16]([O:19][CH3:20])[cH:17][c:18]12)([CH3:5])([CH3:6])[CH3:36].[CH3:38][CH2:39][O:40][C:41]([CH3:42])=[O:43].[ClH:37]>>[ClH:37].[NH2:7][CH2:8][c:9]1[n:10][cH:11][c:12]([CH2:23][C:24](=[O:25])[N:26]2[CH2:27][c:28]3[cH:29][cH:30][cH:31][cH:32][c:33]3[CH2:34][CH2:35]2)[c:13]2[cH:14][c:15]([O:21][CH3:22])[c:16]([O:19][CH3:20])[cH:17][c:18]12. Starting materials: C(C=C)OC(CCC=C)C1=C(C=NN1C)[N+](=O)[O-] (5-(1-Allyloxypent-4-enyl)-1-methyl-4-nitro-pyrazole). Solvent: C1(=CC=CC=C1)C (toluene). The product is CN1N=CC(=C1C1OCC=CCC1)[N+](=O)[O-] (1-methyl-4-nitro-5-(2,3,4,7-tetrahydrooxepin-2-yl)pyrazole). Yield: 74.2%. Reaction SMILES: [CH2:1]([O:4][CH:5]([C:10]1[N:14]([CH3:15])[N:13]=[CH:12][C:11]=1[N+:16]([O-:18])=[O:17])[CH2:6][CH2:7][CH:8]=[CH2:9])C=C>C1(C)C=CC=CC=1>[CH3:15][N:14]1[C:10]([CH:5]2[CH2:6][CH2:7][CH:8]=[CH:9][CH2:1][O:4]2)=[C:11]([N+:16]([O-:18])=[O:17])[CH:12]=[N:13]1. Reported procedure: 5-(1-Allyloxypent-4-enyl)-1-methyl-4-nitro-pyrazole (5 g, 19.92 mmol) was dissolved in toluene (1 L) and the mixture was degassed for 30 min before Benzylidene-bis(tricyclohexylphosphine)dichlororuthenium, Bis(tricyclohexylphosphine)benzylidine ruthenium(IV) dichloride, “Grubbs 1st generation catalyst” CAS No. 172222-30-9, Sigma-Aldrich Product No. 579726, U.S. Pat. No. 6,111,121, (878 mg, 0.99 mmol) was added. The reaction mixture was further degassed for 20 min, then heated at reflux for 2 hr,... Starting materials: C[N-]C (N,N-dimethylamide), NC1=C(C(=O)O)C=CC(=C1)F (2-amino-4-fluorobenzoic acid), C(=O)N (formamide). Solvent: O (water). Conditions: temperature 180 celsius. Yields the product FC1=CC=C2C(NC=NC2=C1)=O (7-fluoro-3H-quinazolin-4-one). Yield: 78.0%. As a reaction SMILES: [CH3:1][N-:2]C.[NH2:4][C:5]1[CH:13]=[C:12]([F:14])[CH:11]=[CH:10][C:6]=1[C:7](O)=[O:8].C(N)=O>O>[F:14][C:12]1[CH:13]=[C:5]2[C:6]([C:7](=[O:8])[NH:2][CH:1]=[N:4]2)=[CH:10][CH:11]=1. Procedure: A catalytic amount (1 ml) of N,N-dimethylamide was added to 2-amino-4-fluorobenzoic acid (50 g, 322 mmol) and formamide (77 ml, 1934 mmol), and the resulting solution was stirred. The solution was heated to 180° C. and stirred for 14 hours. The temperature of the solution was cooled to room temperature, and 300 ml of distilled water was added thereto. The resulting solid was stirred about 30 min, and filtered to obtain the title compound 41.3 g (yield: 78%). The reactants are CC(C)(C)[O-].[K+] (t-BuOK), O(C1=CC=CC=C1)CC(=O)NC (phenoxy-N-methylacetamide), resultant mixture, C(CCC)OC(C1=CC=C(C=C1)N=C=S)=O (butyl-4-isothiocyanatobenzoate). Run in C1CCOC1 (THF), C1CCOC1 (THF). Conditions: time 5 minute. The product is C(CCC)OC(C1=CC=C(C=C1)NC(=S)N(C(COC1=CC=CC=C1)=O)C)=O (4-[3-Methyl-3-(2-Phenoxy-acetyl)-thioureido]benzoic Acid Butyl Ester). Isolated yield 10.0%. As a reaction SMILES: CC([O-])(C)C.[K+].[O:7]([CH2:14][C:15]([NH:17][CH3:18])=[O:16])[C:8]1[CH:13]=[CH:12][CH:11]=[CH:10][CH:9]=1.[CH2:19]([O:23][C:24](=[O:34])[C:25]1[CH:30]=[CH:29][C:28]([N:31]=[C:32]=[S:33])=[CH:27][CH:26]=1)[CH2:20][CH2:21][CH3:22]>C1COCC1>[CH2:19]([O:23][C:24](=[O:34])[C:25]1[CH:26]=[CH:27][C:28]([NH:31][C:32]([N:17]([CH3:18])[C:15](=[O:16])[CH2:14][O:7][C:8]2[CH:9]=[CH:10][CH:11]=[CH:12][CH:13]=2)=[S:33])=[CH:29][CH:30]=1)[CH2:20][CH2:21][CH3:22] |f:0.1|. Procedure: t-BuOK (0.55 mL of 1.0 N solution) in THF is added to a solution of phenoxy-N-methylacetamide (83 mg, 0.5 mmol) in THF (5 mL). After 5 minutes, butyl-4-isothiocyanatobenzoate (118 mg, 0.5 mmol) is added in one portion and the resultant mixture is stirred overnight. The crude mixture is filtered through a silica pad. After purification on silica eluting with 25% EtOAc in hexane, the desired acylthiouraea is obtained as a yellow oil (20 mg). Starting materials: O=C1C(CN(C2=C(N1)C=C(C=C2)C)C(C(C)(C)C)=O)NC(=O)OC(C)(C)C (2-oxo-3-tert-butoxycarbonylamino-5-pivaloyl-8-methyl-1,3,4,5-tetrahydro-2H-1,5-benzodiazepine), [H-].[Na+] (sodium hydride), CC1=CC=C(O1)C(CBr)=O (5-methyl-2-bromoacetylfuran), ice water. The solvent is O1CCCC1 (tetrahydrofuran), O1CCCC1 (tetrahydrofuran). Run at time 30 minute. Yields the product CC1=CC=C(O1)C(=O)CN1C(C(CN(C2=C1C=C(C=C2)C)C(C(C)(C)C)=O)NC(=O)OC(C)(C)C)=O (1-(5-methylfuran-2-yl)carbonylmethyl-2-oxo-3-tert-butoxycarbonylamino-5-pivaloyl-8-methyl-1,3,4,5-tetrahydro-2H-1,5-benzodiazepine). Yield: 67.2%. Reaction SMILES: [O:1]=[C:2]1[NH:8][C:7]2[CH:9]=[C:10]([CH3:13])[CH:11]=[CH:12][C:6]=2[N:5]([C:14](=[O:19])[C:15]([CH3:18])([CH3:17])[CH3:16])[CH2:4][CH:3]1[NH:20][C:21]([O:23][C:24]([CH3:27])([CH3:26])[CH3:25])=[O:22].[H-].[Na+].[CH3:30][C:31]1[O:35][C:34]([C:36](=[O:39])[CH2:37]Br)=[CH:33][CH:32]=1>O1CCCC1>[CH3:30][C:31]1[O:35][C:34]([C:36]([CH2:37][N:8]2[C:7]3[CH:9]=[C:10]([CH3:13])[CH:11]=[CH:12][C:6]=3[N:5]([C:14](=[O:19])[C:15]([CH3:18])([CH3:16])[CH3:17])[CH2:4][CH:3]([NH:20][C:21]([O:23][C:24]([CH3:27])([CH3:26])[CH3:25])=[O:22])[C:2]2=[O:1])=[O:39])=[CH:33][CH:32]=1 |f:1.2|. Reported procedure: 2-Oxo-3-tert-butoxycarbonylamino-5-pivaloyl-8-methyl-1,3,4,5-tetrabydro-2H-1,5-benzodiazepine (1.0 g) obtained from Step 1 of Example 89 was dissolved in tetrahydrofuran (10 ml), under argon atmosphere 60% sodium hydride (0.16 g) was added, and the mixture was stirred at room temperature for 30 minutes. Subsequently, a solution of 5-methyl-2-bromoacetylfuran (1.23 g) in tetrahydrofuran (1 ml) was added to the mixture, stirred at room temperature for 30 minutes. The reaction mixture was poured in... Reactants: CC(C)(C)c1ccc(S)cc1, CCO, N#CCCl, [Na+], [OH-], O, Sc1ccccc1, N#CCSc1ccccc1. Yields the product CC(C)(C)c1ccc(SCC#N)cc1. Reaction SMILES: [C:22]([CH3:23])([CH3:24])([CH3:25])[c:26]1[cH:27][cH:28][c:29]([SH:30])[cH:31][cH:32]1.[CH3:36][CH2:37][OH:38].[Cl:18][CH2:19][C:20]#[N:21].[Na+:34].[OH-:33].[OH2:35].[SH:11][c:12]1[cH:13][cH:14][cH:15][cH:16][cH:17]1.[c:1]1([S:7][CH2:8][C:9]#[N:10])[cH:2][cH:3][cH:4][cH:5][cH:6]1>>[c:1]1([S:7][CH2:8][C:9]#[N:10])[cH:2][cH:3][c:4]([C:22]([CH3:23])([CH3:24])[CH3:25])[cH:5][cH:6]1. Reactants: OC1=CC=C(C=2C=CC=NC12)C=O (8-hydroxyquinoline-5-carbaldehyde), C(CO)O (ethylene glycol). The solvent is CC=1C=CC(=CC1)S(=O)(=O)O (p-TsOH). Yields the product O1C(OCC1)C1=C2C=CC=NC2=C(C=C1)O (5-(1,3-dioxolan-2-yl)quinolin-8-ol). Reaction SMILES: [OH:1][C:2]1[C:11]2[N:10]=[CH:9][CH:8]=[CH:7][C:6]=2[C:5]([CH:12]=[O:13])=[CH:4][CH:3]=1.[CH2:14](O)[CH2:15][OH:16]>CC1C=CC(S(O)(=O)=O)=CC=1>[O:13]1[CH2:14][CH2:15][O:16][CH:12]1[C:5]1[CH:4]=[CH:3][C:2]([OH:1])=[C:11]2[C:6]=1[CH:7]=[CH:8][CH:9]=[N:10]2. Procedure details: To a solution of 8-hydroxyquinoline-5-carbaldehyde (A,Oakwood Products) in ethylene glycol, p-TsOH is added to form 5-(1,3-dioxolan-2-yl)quinolin-8-ol (B). After purification, 5-(1,3-dioxolan-2-yl)quinolin-8-ol is added to a solution of MeI and NaH in THF to give C. A solution of C in THF is added to 1 eq of the Grignard reagent formed from magnesium turnings and L-N-Boc-2-bromomethyl glycine allyl ester (Advanced Technology & Industrial Co., Ltd., Hong Kong) at 0° C.; the reaction mixture is mo...